Dataset: the Open Reaction Database (ORD), a public repository of structured organic reaction records. Task: describe an organic reaction: reactants, conditions, products, and yield The reactants are CC(C)(C)OC(=O)N1CCNCC1, CO, Clc1ccc2nc(Cl)ccc2c1. Product: CC(C)(C)OC(=O)N1CCN(c2ccc3cc(Cl)ccc3n2)CC1. Reaction SMILES: [C:13]([CH3:14])([CH3:15])([CH3:16])[O:17][C:18](=[O:19])[N:20]1[CH2:21][CH2:22][NH:23][CH2:24][CH2:25]1.[CH3:26][OH:27].[Cl:1][c:2]1[n:3][c:4]2[cH:5][cH:6][c:7]([Cl:12])[cH:8][c:9]2[cH:10][cH:11]1>>[c:2]1([N:23]2[CH2:22][CH2:21][N:20]([C:18]([O:17][C:13]([CH3:14])([CH3:15])[CH3:16])=[O:19])[CH2:25][CH2:24]2)[n:3][c:4]2[cH:5][cH:6][c:7]([Cl:12])[cH:8][c:9]2[cH:10][cH:11]1. The reactants are CC(C)(C)C(=O)Oc1ccc(Cn2ccccc2=O)cc1Cl, CCO, [Na+], [OH-]. Yields the product O=c1ccccn1Cc1ccc(O)c(Cl)c1. RXN SMILES: [CH3:1][C:2]([CH3:3])([CH3:4])[C:21]([O:5][c:6]1[c:7]([Cl:20])[cH:8][c:9]([CH2:12][n:13]2[c:14](=[O:19])[cH:15][cH:16][cH:17][cH:18]2)[cH:10][cH:11]1)=[O:22].[CH3:25][CH2:26][OH:27].[Na+:24].[OH-:23]>>[OH:5][c:6]1[c:7]([Cl:20])[cH:8][c:9]([CH2:12][n:13]2[c:14](=[O:19])[cH:15][cH:16][cH:17][cH:18]2)[cH:10][cH:11]1. Reactants: C1(=CC=CC=C1)P(C1=CC=CC=C1)C1=CC=CC=C1 (triphenylphosphine), C(Br)(Br)(Br)Br (carbon tetrabromide), O (water), [Si](C)(C)(C(C)(C)C)OCC=1C=C(OCC2=CC=C(S2)/C(=C/C=O)/CC)C=CC1CO[Si](C)(C)C(C)(C)C ((E)-3-{5-[3,4-bis(tert-butyldimethylsilanyloxymethyl)phenoxymethyl]-2-thienyl}pent-2-enal). Reagents/catalysts: [Zn] (zinc). Run in ClCCl (dichloromethane), ClCCl (dichloromethane). Reaction conditions: time 1 hour. Yields the product [Si](C)(C)(C(C)(C)C)OCC=1C=C(OCC=2SC(=CC2)\C(=C\C=C(Br)Br)\CC)C=CC1CO[Si](C)(C)C(C)(C)C (2-[3,4-bis(tert-Butyldimethylsilanyloxy-methyl)phenoxymethyl]-5-((E)-4,4-dibromo-1-ethylbuta-1,3-dienyl)thiophene). RXN SMILES: C1(P(C2C=CC=CC=2)C2C=CC=CC=2)C=CC=CC=1.[C:20]([Br:24])(Br)(Br)[Br:21].[Si:25]([O:32][CH2:33][C:34]1[CH:35]=[C:36]([CH:50]=[CH:51][C:52]=1[CH2:53][O:54][Si:55]([C:58]([CH3:61])([CH3:60])[CH3:59])([CH3:57])[CH3:56])[O:37][CH2:38][C:39]1[S:43][C:42](/[C:44](/[CH2:48][CH3:49])=[CH:45]/[CH:46]=O)=[CH:41][CH:40]=1)([C:28]([CH3:31])([CH3:30])[CH3:29])([CH3:27])[CH3:26].O>ClCCl.[Zn]>[Si:25]([O:32][CH2:33][C:34]1[CH:35]=[C:36]([CH:50]=[CH:51][C:52]=1[CH2:53][O:54][Si:55]([C:58]([CH3:60])([CH3:59])[CH3:61])([CH3:56])[CH3:57])[O:37][CH2:38][C:39]1[S:43][C:42](/[C:44](/[CH2:48][CH3:49])=[CH:45]/[CH:46]=[C:20]([Br:24])[Br:21])=[CH:41][CH:40]=1)([C:28]([CH3:31])([CH3:30])[CH3:29])([CH3:27])[CH3:26]. Procedure details: 770 mg (11.7 mmol) of zinc, 3.09 g (11.7 mmol) of triphenylphosphine and 3.9 g (11.7 mmol) of carbon tetrabromide are stirred for 30 minutes at room temperature in 150 mol of dichloromethane. A solution of 3.3 g (5.9 mmol) of (E)-3-{5-[3,4-bis(tert-butyldimethylsilanyloxymethyl)phenoxymethyl]-2-thienyl}pent-2-enal (described in Example 7(c)) in 30 mL of dichloromethane is then added dropwise. After stirring for 1 h at room temperature the reaction medium is treated with water and extracted with ...